From a dataset of the Open Reaction Database (ORD), a public repository of structured organic reaction records. describe an organic reaction: reactants, conditions, products, and yield The reactants are C1OC2[C@]3(C)[C@@H](CC2OC1)[C@@H]1CCC=2C=C(C=CC2[C@H]1[C@H](C3)O)OC (17-ethylenedioxy-11β-hydroxy-3-methoxyestra-1,3,5(10)-triene), N1=CC=CC=C1 (pyridine), N,N-dicyclohexylcarbodiimide, ClC(C(=O)O)Cl (dichloroacetic acid), C(C(=O)O)(=O)O (oxalic acid). Solvent: CS(=O)C (dimethylsulfoxide), C1=CC=CC=C1 (benzene), CCOCC (ether), CO (methanol). Conditions: time 2 hour. Yields the product C1OC2[C@]3(C)[C@@H](CC2OC1)[C@@H]1CCC=2C=C(C=CC2[C@H]1C(C3)=O)OC (17-ethylenedioxy-3-methoxyestra-1,3,5(10)-trien-11-one). As a reaction SMILES: [CH2:1]1[CH2:10][O:9][CH:8]2[CH:3]([C@:4]3([CH2:22][C@H:21]([OH:23])[C@H:20]4[C@@H:11]([CH2:12][CH2:13][C:14]5[CH:15]=[C:16]([O:24][CH3:25])[CH:17]=[CH:18][C:19]=54)[C@@H:6]3[CH2:7]2)[CH3:5])[O:2]1.N1C=CC=CC=1.ClC(Cl)C(O)=O.C(O)(=O)C(O)=O>CS(C)=O.C1C=CC=CC=1.CO.CCOCC>[CH2:1]1[CH2:10][O:9][CH:8]2[CH:3]([C@:4]3([CH2:22][C:21](=[O:23])[C@H:20]4[C@@H:11]([CH2:12][CH2:13][C:14]5[CH:15]=[C:16]([O:24][CH3:25])[CH:17]=[CH:18][C:19]=54)[C@@H:6]3[CH2:7]2)[CH3:5])[O:2]1. Reported procedure: To a stirred solution of 5.13 g of 17-ethylenedioxy-11β-hydroxy-3-methoxyestra-1,3,5(10)-triene in 25 ml of dimethylsulfoxide and 25 ml of benzene is added 3 ml of pyridine and 9.3 g of N,N-dicyclohexylcarbodiimide. This mixture is then cooled and 1.5 ml of dichloroacetic acid is added. The whole is next stirred at room temperature for 11/2 hours. It is diluted by the addition of 50 ml of ether and a solution of 4 g of oxalic acid in 10 ml of methanol is added dropwise. The resulting suspension ...